Dataset: the Open Reaction Database (ORD), a public repository of structured organic reaction records. Task: describe an organic reaction: reactants, conditions, products, and yield Reactants: C(C)(C)(C)OC(=O)N([C@H](C(=O)N[C@H](C(=O)N1CC2=CC(=CC=C2C[C@H]1C(N[C@@H]1CCCC2=CC=CC=C12)=O)C(=O)O)C(C)(C)C)C)C ((S)-2-((S)-2-((S)-2-((tert-butoxycarbonyl)(methyl)amino)propanamido)-3,3-dimethylbutanoyl)-3-(((R)-1,2,3,4-tetrahydronaphthalen-1-yl)carbamoyl)-1,2,3,4-tetrahydroisoquinoline-7-carboxylic acid), C(C)(C)(C)OC(=O)N1CC2=CC(=CC=C2C[C@H]1C(N[C@@H]1CCCC2=CC=CC=C12)=O)O[C@H]1C[C@H](N(C1)C(=O)OC(C)(C)C)C(=O)OC ((2S,4S)-1-tert-butyl 2-methyl 4-(((S)-2-(tert-butoxycarbonyl)-3-(((R)-1,2,3,4-tetrahydronaphthalen-1-yl)carbamoyl)-1,2,3,4-tetrahydroisoquinolin-7-yl)oxy)pyrrolidine-1,2-dicarboxylate). Product: C(C)(C)(C)OC(=O)N1[C@@H](C[C@@H](C1)OC1=CC=C2C[C@H](N(CC2=C1)C(=O)OC(C)(C)C)C(N[C@@H]1CCCC2=CC=CC=C12)=O)C(=O)O ((2S,4S)-1-(tert-Butoxycarbonyl)-4-(((S)-2-(tert-butoxycarbonyl)-3-(((R)-1,2,3,4-tetrahydronaphthalen-1-yl)carbamoyl)-1,2,3,4-tetrahydroisoquinolin-7-yl)oxy)pyrrolidine-2-carboxylic acid). Isolated yield 96.0%. Reaction SMILES: C(OC(N(C)[C@@H](C)C(N[C@@H](C(C)(C)C)C(N1[C@H](C(=O)N[C@H]2C3C(=CC=CC=3)CCC2)CC2C(=CC(C(O)=O)=CC=2)C1)=O)=O)=O)(C)(C)C.[C:48]([O:52][C:53]([N:55]1[C@H:64]([C:65](=[O:77])[NH:66][C@H:67]2[C:76]3[C:71](=[CH:72][CH:73]=[CH:74][CH:75]=3)[CH2:70][CH2:69][CH2:68]2)[CH2:63][C:62]2[C:57](=[CH:58][C:59]([O:78][C@@H:79]3[CH2:83][N:82]([C:84]([O:86][C:87]([CH3:90])([CH3:89])[CH3:88])=[O:85])[C@H:81]([C:91]([O:93]C)=[O:92])[CH2:80]3)=[CH:60][CH:61]=2)[CH2:56]1)=[O:54])([CH3:51])([CH3:50])[CH3:49]>>[C:87]([O:86][C:84]([N:82]1[CH2:83][C@@H:79]([O:78][C:59]2[CH:58]=[C:57]3[C:62]([CH2:63][C@@H:64]([C:65](=[O:77])[NH:66][C@H:67]4[C:76]5[C:71](=[CH:72][CH:73]=[CH:74][CH:75]=5)[CH2:70][CH2:69][CH2:68]4)[N:55]([C:53]([O:52][C:48]([CH3:51])([CH3:50])[CH3:49])=[O:54])[CH2:56]3)=[CH:61][CH:60]=2)[CH2:80][C@H:81]1[C:91]([OH:93])=[O:92])=[O:85])([CH3:88])([CH3:89])[CH3:90]. Procedure: Following a procedure analogous to that for the synthesis of Compound K of Example 1, (2S,4S)-1-tert-butyl 2-methyl 4-(((S)-2-(tert-butoxycarbonyl)-3-(((R)-1,2,3,4-tetrahydronaphthalen-1-yl)carbamoyl)-1,2,3,4-tetrahydroisoquinolin-7-yl)oxy)pyrrolidine-1,2-dicarboxylate (66 mg, 0.10 mmol) was converted to the title compound (61 mg, 94%). MS (ESI+) m/z 636.3 (M+H)+. Reactants: saturated saline solution, COC=1C=C(C(=O)N2CCN(CC2)C2=C3CCC(NC3=CC=C2)=O)C=CC1OC (5-[4-(3,4-Dimethoxybenzoyl)-1-piperazinyl]-3,4-dihydrocarbostyril), [NH2-].[Na+] (sodium amide), C(C=C)Cl (allyl chloride). The solvent is CN(C)C=O (DMF). Conditions: time 2 hour. Yields the product O.C(C=C)N1C(=O)CCC2=C(C=CC=C12)N1CCN(CC1)C(C1=CC(=C(C=C1)OC)OC)=O.C(C=C)N1C(=O)CCC2=C(C=CC=C12)N1CCN(CC1)C(C1=CC(=C(C=C1)OC)OC)=O (1-allyl-5-[4-(3,4-dimethoxybenzoyl)-1-piperazinyl]-3,4-dihydrocarbostyril hemihydrate). Isolated yield 119.8%. RXN SMILES: [CH3:1][O:2][C:3]1[CH:4]=[C:5]([CH:25]=[CH:26][C:27]=1[O:28][CH3:29])[C:6]([N:8]1[CH2:13][CH2:12][N:11]([C:14]2[CH:23]=[CH:22][CH:21]=[C:20]3[C:15]=2[CH2:16][CH2:17][C:18](=[O:24])[NH:19]3)[CH2:10][CH2:9]1)=[O:7].[NH2-].[Na+].[CH2:32](Cl)[CH:33]=[CH2:34]>CN(C=O)C>[OH2:2].[CH2:34]([N:19]1[C:20]2[C:15](=[C:14]([N:11]3[CH2:12][CH2:13][N:8]([C:6](=[O:7])[C:5]4[CH:25]=[CH:26][C:27]([O:28][CH3:29])=[C:3]([O:2][CH3:1])[CH:4]=4)[CH2:9][CH2:10]3)[CH:23]=[CH:22][CH:21]=2)[CH2:16][CH2:17][C:18]1=[O:24])[CH:33]=[CH2:32].[CH2:34]([N:19]1[C:20]2[C:15](=[C:14]([N:11]3[CH2:12][CH2:13][N:8]([C:6](=[O:7])[C:5]4[CH:25]=[CH:26][C:27]([O:28][CH3:29])=[C:3]([O:2][CH3:1])[CH:4]=4)[CH2:9][CH2:10]3)[CH:23]=[CH:22][CH:21]=2)[CH2:16][CH2:17][C:18]1=[O:24])[CH:33]=[CH2:32] |f:1.2,5.6.7|. Procedure details: 5-[4-(3,4-Dimethoxybenzoyl)-1-piperazinyl]-3,4-dihydrocarbostyril (1.96 g) and 0.20 g of sodium amide were mixed with 60 ml of DMF and stirred at room temperature for 2 hours. Then, to the mixture was added 0.67 g of allyl chloride and the mixture was stirred at room temperature for 10 hours. The reaction mixture was poured into 150 ml of saturated saline solution and organic substances were extracted with chloroform. The chloroform layer was washed with water and dehydrated. Chloroform was dist... Starting materials: N(=O)[O-].[Na+] (Sodium nitrite), NC=1C=NC2=CC=CC=C2C1 (3-Aminoquinoline), F[B-](F)(F)F.[H+] (fluoroboric acid). The solvent is O (water), Cl (HCl). Conditions: temperature 0 celsius, time 0.5 hour. The product is [N+](=[N-])=C1CN=C2C=CC=CC2=C1 (3-diazoquinoline). The yield is 140.2%. Reaction SMILES: [NH2:1][C:2]1[CH:3]=[N:4][C:5]2[C:10]([CH:11]=1)=[CH:9][CH:8]=[CH:7][CH:6]=2.[N:12]([O-])=O.[Na+].F[B-](F)(F)F.[H+]>Cl.O>[N+:1](=[C:2]1[CH:11]=[C:10]2[C:5]([CH:6]=[CH:7][CH:8]=[CH:9]2)=[N:4][CH2:3]1)=[N-:12] |f:1.2,3.4|. Procedure details: 3-Aminoquinoline (10 g, 69 mmol) was dissolved in 70 mL of conc. HCl in a 250 mL round bottomed flask and cooled to 0° C. Sodium nitrite (9.6 g, 139 mmol) in 20 mL water was added drop wise over 0.5 h while maintaining the reaction temperature between 0-5° C. After stirring for another 0.5 h, fluoroboric acid (20 mL) was added and the stirring continued for another 0.5 h. The solid was filtered and dried under vacuum to yield the title compound (15.2 g, 90%). Reactants: C(CCC)[Li] (n-butyllithium), C(CO)O (ethylene glycol), BrCC=C(C1=CC=C(C=C1)Cl)C1=CC=C(C=C1)Cl (3-Bromo-1,1-bis(4-chlorophenyl)-1-propene). Solvent: O (water), hexanes. Run at time 0.5 hour. Product: ClC1=CC=C(C=C1)C(=CCOCCO)C1=CC=C(C=C1)Cl (2-(3,3-bis-(4-chlorophenyl)-2-propen-1-yloxy)ethanol). Yield: 66.0%. RXN SMILES: C([Li])CCC.[CH2:6]([OH:9])[CH2:7][OH:8].Br[CH2:11][CH:12]=[C:13]([C:21]1[CH:26]=[CH:25][C:24]([Cl:27])=[CH:23][CH:22]=1)[C:14]1[CH:19]=[CH:18][C:17]([Cl:20])=[CH:16][CH:15]=1>O>[Cl:20][C:17]1[CH:16]=[CH:15][C:14]([C:13]([C:21]2[CH:22]=[CH:23][C:24]([Cl:27])=[CH:25][CH:26]=2)=[CH:12][CH2:11][O:8][CH2:7][CH2:6][OH:9])=[CH:19][CH:18]=1. Procedure details: A solution of n-butyllithium in hexanes (15.0 ml, 2.5 M) was added dropwise under a nitrogen atmosphere to ethylene glycol (30 ml) at 10° C. When addition was complete the mixture was stirred for 0.5 h at room temperature. 3-Bromo-1,1-bis(4-chlorophenyl)-1-propene (13.0 g, 38 mmol, prepared similarly to the method described in Example 26) was added and the reaction mixture was stirred at room temperature for 72 h. The mixture was poured into water (100 ml) and extracted with ethyl acetate (2×75 ... The solvent is CC(=O)C (acetone). The reactants are C(C=C)OC(=O)N1[C@@H](C[C@@H](C1)SC1=C(N2C([C@@H]([C@H]2[C@H]1C)[C@@H](C)O)=O)C(=O)OCC=C)CCN1C(=NC=C1)CO (allyl (4R,5S,6S)-3-[(2R,4S)-1-allyloxycarbonyl-2-{2-(2-hydroxymethylimidazol-1-yl)ethyl}pyrrolidin-4-yl]thio-6-[(1R)-1-hydroxyethyl]-4-methyl-7-oxo-1-azabicyclo[3.2.0]hept-2-ene-2-carboxylate), CI (methyl iodide). Reaction SMILES: [CH2:1]([O:4][C:5]([N:7]1[CH2:11][C@@H:10]([S:12][C:13]2[C@H:19]([CH3:20])[C@H:18]3[N:15]([C:16](=[O:24])[C@@H:17]3[C@H:21]([OH:23])[CH3:22])[C:14]=2[C:25]([O:27][CH2:28][CH:29]=[CH2:30])=[O:26])[CH2:9][C@H:8]1[CH2:31][CH2:32][N:33]1[CH:37]=[CH:36][N:35]=[C:34]1[CH2:38][OH:39])=[O:6])[CH:2]=[CH2:3].[CH3:40][I:41]>CC(C)=O>[I-:41].[CH2:1]([O:4][C:5]([N:7]1[CH2:11][C@@H:10]([S:12][C:13]2[C@H:19]([CH3:20])[C@H:18]3[N:15]([C:16](=[O:24])[C@@H:17]3[C@H:21]([OH:23])[CH3:22])[C:14]=2[C:25]([O:27][CH2:28][CH:29]=[CH2:30])=[O:26])[CH2:9][C@H:8]1[CH2:31][CH2:32][N+:33]1[CH:37]=[CH:36][N:35]([CH3:40])[C:34]=1[CH2:38][OH:39])=[O:6])[CH:2]=[CH2:3] |f:3.4|. The product is [I-].C(C=C)OC(=O)N1[C@@H](C[C@@H](C1)SC1=C(N2C([C@@H]([C@H]2[C@H]1C)[C@@H](C)O)=O)C(=O)OCC=C)CC[N+]1=C(N(C=C1)C)CO (allyl (4R,5S,6S)-3-[(2R,4S)-1-allyloxycarbonyl-2-{2-(2-hydroxymethyl-3-methyl-1-imidazolio)ethyl}-pyrrolidin-4-yl]thio-6-[(1R)-1-hydroxyethyl]-4-methyl-7-oxo-1-azabicyclo[3.2.0]hept-2-ene-2-carboxylate iodide). Procedure details: To a solution of allyl (4R,5S,6S)-3-[(2R,4S)-1-allyloxycarbonyl-2-{2-(2-hydroxymethylimidazol-1-yl)ethyl}pyrrolidin-4-yl]thio-6-[(1R)-1-hydroxyethyl]-4-methyl-7-oxo-1-azabicyclo[3.2.0]hept-2-ene-2-carboxylate (3.02 g) in acetone (15 ml) was added methyl iodide (3.36 ml) at room temperature and the solution was allowed to stand for 6 hours. The solvent was evaporated to give allyl (4R,5S,6S)-3-[(2R,4S)-1-allyloxycarbonyl-2-{2-(2-hydroxymethyl-3-methyl-1-imidazolio)ethyl}-pyrrolidin-4-yl]thio-6-[(... Conditions: time 6 hour.